Dataset: the Open Reaction Database (ORD), a public repository of structured organic reaction records. Task: describe an organic reaction: reactants, conditions, products, and yield The reactants are N1C=C(C2=CC=CC=C12)/C=C/C(=O)C1=CC(=C(C(=C1)OC)OC)OC ((E)-3-(Indol-3-yl)-1-(3,4,5-trimethoxyphenyl)-2-propen-1-one), C(C)OC(=O)Cl (ethoxycarbonyl chloride). The solvent is N1=CC=CC=C1 (pyridine). Reaction conditions: time 16 hour. Product: C(C)OC(=O)N1C=C(C2=CC=CC=C12)/C=C/C(=O)C1=CC(=C(C(=C1)OC)OC)OC ((E)-3-(1-Ethoxycarbonylindol-3-yl)-1-(3,4,5-trimethoxy-phenyl)-2-propen-1-one). As a reaction SMILES: [NH:1]1[C:9]2[C:4](=[CH:5][CH:6]=[CH:7][CH:8]=2)[C:3](/[CH:10]=[CH:11]/[C:12]([C:14]2[CH:19]=[C:18]([O:20][CH3:21])[C:17]([O:22][CH3:23])=[C:16]([O:24][CH3:25])[CH:15]=2)=[O:13])=[CH:2]1.[CH2:26]([O:28][C:29](Cl)=[O:30])[CH3:27]>N1C=CC=CC=1>[CH2:26]([O:28][C:29]([N:1]1[C:9]2[C:4](=[CH:5][CH:6]=[CH:7][CH:8]=2)[C:3](/[CH:10]=[CH:11]/[C:12]([C:14]2[CH:19]=[C:18]([O:20][CH3:21])[C:17]([O:22][CH3:23])=[C:16]([O:24][CH3:25])[CH:15]=2)=[O:13])=[CH:2]1)=[O:30])[CH3:27]. Reported procedure: A mixture of Compound 1 (1.69 g) obtained in Example 1, ethoxycarbonyl chloride (2.5 ml) and pyridine (5 ml) was stirred at room temperature for 16 hours. The reaction solution was subjected to partitioning between chloroform and a 10% aqueous solution of citric acid. The organic layer was concentrated under reduced pressure, and the residue was recrystallized from 2-propanol to give Compound 7 (1.83 g).